Dataset: the Open Reaction Database (ORD), a public repository of structured organic reaction records. Task: describe an organic reaction: reactants, conditions, products, and yield Starting materials: ClC1=NC=NC2=CC(=C(C=C12)OCCOC)OCCOC (4-Chloro-6,7-bis-(2-methoxyethoxy)-quinazoline), CS(=O)C (dimethyl sulfoxide), C(#C)C=1C=C(N)C=CC1 (3-ethynylaniline). The solvent is CO (methanol). Run at temperature 27.5 celsius. Product: COCCOC=1C=C2C(=CC1OCCOC)N=CN=C2NC=3C=CC=C(C3)C#C.Cl (erlotinib hydrochloride). Isolated yield 87.3%. Reaction SMILES: [Cl:1][C:2]1[C:11]2[C:6](=[CH:7][C:8]([O:17][CH2:18][CH2:19][O:20][CH3:21])=[C:9]([O:12][CH2:13][CH2:14][O:15][CH3:16])[CH:10]=2)[N:5]=[CH:4][N:3]=1.CS(C)=O.[C:26]([C:28]1[CH:29]=[C:30]([CH:32]=[CH:33][CH:34]=1)[NH2:31])#[CH:27]>CO>[CH3:16][O:15][CH2:14][CH2:13][O:12][C:9]1[CH:10]=[C:11]2[C:2]([NH:31][C:30]3[CH:32]=[CH:33][CH:34]=[C:28]([C:26]#[CH:27])[CH:29]=3)=[N:3][CH:4]=[N:5][C:6]2=[CH:7][C:8]=1[O:17][CH2:18][CH2:19][O:20][CH3:21].[ClH:1] |f:4.5|. Procedure details: 4-Chloro-6,7-bis-(2-methoxyethoxy)-quinazoline (50 gm) and dimethyl sulfoxide (250 ml) are added to methanol (500 ml) while stirred at 25-30° C., 3-ethynylaniline (20.5 gm) is added to the reaction mixture at 25-30° C. and then the contents are heated to 85° C. The reaction mass is stirred for 2 hours at 80-85° C., the mass is cooled to 25-30° C. and then stirred for 1 hour. The material is filtered, washed with a mixture of dimethyl sulfoxide (50 ml) and methanol (100 ml), and then dried at 60°... Reactants: C(C)(=O)[O-].[Pd+2].C(C)(=O)[O-] (palladium acetate), C(C)(=O)[O-].[Cu+2].C(C)(=O)[O-] (Copper acetate), C(C)(=O)[O-].[Pd+2].C(C)(=O)[O-] (palladium acetate), C(C)(=O)[O-].[Cu+2].C(C)(=O)[O-] (copper acetate). Yields the product C(C)(=O)[O-].[Cu+2].C(C)(=O)[O-].C(C)(=O)[O-].[Pd+2].C(C)(=O)[O-] (Copper Acetate palladium Acetate). Procedure details: Copper acetate and palladium acetate were dissolved in such a sufficient amount of water to be absorbed by activated carbon, and the activated carbon used in Example 1 was impregnated and supported with the solution in a porcelain dish. The resulting activated carbon was dried at 80° C. in nitrogen gas stream for 16 hours to provide a catalyst supporting 10% by weight of copper acetate and 0.2% by weight of palladium acetate. As a reaction SMILES: [C:1]([O-:4])(=[O:3])[CH3:2].[Cu+2:5].[C:6]([O-:9])(=[O:8])[CH3:7].[C:10]([O-:13])(=[O:12])[CH3:11].[Pd+2:14].[C:15]([O-:18])(=[O:17])[CH3:16]>O>[C:1]([O-:4])(=[O:3])[CH3:2].[Cu+2:5].[C:6]([O-:9])(=[O:8])[CH3:7].[C:10]([O-:13])(=[O:12])[CH3:11].[Pd+2:14].[C:15]([O-:18])(=[O:17])[CH3:16] |f:0.1.2,3.4.5,7.8.9.10.11.12|. Solvent: O (water). Starting materials: [Li] (lithium), C(C)C(CCI)=CCCC1=CC2=C(C=C1)OCO2 (3-ethyl-6-(3,4-methylenedioxyphenyl)-3-hexenyl iodide), CCC(CC(CC)=O)=O (3,5-heptanedione), CN(C(N(C)C)=O)C (tetramethylurea). The product is C(C)C(CCC(C(CC)=O)C(CC)=O)=CCCC1=CC2=C(C=C1)OCO2 (4-[3-ethyl-6-(3,4-methylenedioxyphenyl)-3-hexenyl]-3,5-heptanedione). Reaction SMILES: [Li].[CH3:2][CH2:3][C:4](=[O:10])[CH2:5][C:6](=[O:9])[CH2:7][CH3:8].CN(C)C(=O)N(C)C.[CH2:19]([C:21](=[CH:25][CH2:26][CH2:27][C:28]1[CH:33]=[CH:32][C:31]2[O:34][CH2:35][O:36][C:30]=2[CH:29]=1)[CH2:22][CH2:23]I)[CH3:20]>>[CH2:19]([C:21](=[CH:25][CH2:26][CH2:27][C:28]1[CH:33]=[CH:32][C:31]2[O:34][CH2:35][O:36][C:30]=2[CH:29]=1)[CH2:22][CH2:23][CH:5]([C:4](=[O:10])[CH2:3][CH3:2])[C:6](=[O:9])[CH2:7][CH3:8])[CH3:20] |^1:0|. Procedure: A solution of 15 g. of the lithium salt of 3,5-heptanedione (prepared as described in Example 8 below) in 100 ml. of tetramethylurea was stirred under nitrogen at room temperature, and 10 g. of 3-ethyl-6-(3,4-methylenedioxyphenyl)-3-hexenyl iodide (Preparation D1) was added. The reaction mixture was stirred for forty-eight hours, then concentrated to remove the solvent, and the residue slurried in ether and treated with excess glacial acetic acid. Water was added, the ether layer separated, wash... Reactants: CCOC(=O)C(Br)c1ccccc1, CC#N, CCN(C(C)C)C(C)C, CNc1ccc(F)cc1. Yields the product CCOC(=O)C(c1ccccc1)N(C)c1ccc(F)cc1. Reaction SMILES: [Br:10][CH:11]([C:12](=[O:13])[O:14][CH2:15][CH3:16])[c:17]1[cH:18][cH:19][cH:20][cH:21][cH:22]1.[CH3:32][C:33]#[N:34].[CH:23]([N:24]([CH2:25][CH3:26])[CH:27]([CH3:28])[CH3:29])([CH3:30])[CH3:31].[F:1][c:2]1[cH:3][cH:4][c:5]([NH:6][CH3:7])[cH:8][cH:9]1>>[F:1][c:2]1[cH:3][cH:4][c:5]([N:6]([CH3:7])[CH:11]([C:12](=[O:13])[O:14][CH2:15][CH3:16])[c:17]2[cH:18][cH:19][cH:20][cH:21][cH:22]2)[cH:8][cH:9]1. Reactants: ClC1=C(C(=C(C=C1OC)OC)Cl)N(C(=O)N(C)C1=NC=NC(=C1)NC1=C(C=C(C=C1)CN(C)C)[N+](=O)[O-])COCC[Si](C)(C)C (1-(2,6-dichloro-3,5-dimethoxy-phenyl)-3-[6-(4-dimethylaminomethyl-2-nitro-phenylamino)-pyrimidin-4-yl]-3-methyl-1-(2-trimethylsilanyl-ethoxymethyl)-urea). The reagents and catalysts are ClC1=CC=CC=C1 (chlorobenzene), O=[Pt]=O (PtO2). Run in CO (MeOH). Run at time 8 hour. The product is NC1=C(C=CC(=C1)CN(C)C)NC1=CC(=NC=N1)N(C(=O)N(COCC[Si](C)(C)C)C1=C(C(=CC(=C1Cl)OC)OC)Cl)C ([6-(2-Amino-4-dimethylaminomethyl-phenylamino)-pyrimidin-4-yl]-3-(2,6-dichloro-3,5-dimethoxy-phenyl)-1-methyl-3-(2-trimethylsilanyl-ethoxymethyl)-urea). RXN SMILES: [Cl:1][C:2]1[C:7]([O:8][CH3:9])=[CH:6][C:5]([O:10][CH3:11])=[C:4]([Cl:12])[C:3]=1[N:13]([CH2:38][O:39][CH2:40][CH2:41][Si:42]([CH3:45])([CH3:44])[CH3:43])[C:14]([N:16]([C:18]1[CH:23]=[C:22]([NH:24][C:25]2[CH:30]=[CH:29][C:28]([CH2:31][N:32]([CH3:34])[CH3:33])=[CH:27][C:26]=2[N+:35]([O-])=O)[N:21]=[CH:20][N:19]=1)[CH3:17])=[O:15]>CO.ClC1C=CC=CC=1.O=[Pt]=O>[NH2:35][C:26]1[CH:27]=[C:28]([CH2:31][N:32]([CH3:34])[CH3:33])[CH:29]=[CH:30][C:25]=1[NH:24][C:22]1[N:21]=[CH:20][N:19]=[C:18]([N:16]([CH3:17])[C:14]([N:13]([C:3]2[C:4]([Cl:12])=[C:5]([O:10][CH3:11])[CH:6]=[C:7]([O:8][CH3:9])[C:2]=2[Cl:1])[CH2:38][O:39][CH2:40][CH2:41][Si:42]([CH3:45])([CH3:44])[CH3:43])=[O:15])[CH:23]=1. Procedure: To a stirred solution of 1-(2,6-dichloro-3,5-dimethoxy-phenyl)-3-[6-(4-dimethylaminomethyl-2-nitro-phenylamino)-pyrimidin-4-yl]-3-methyl-1-(2-trimethylsilanyl-ethoxymethyl)-urea (100 g, 0.15 mmol) in MeOH (10 mL) was added 4 drops of chlorobenzene and then PtO2 (30 mg, 30% wt). The solution was stirred under hydrogen atmosphere at room temperature overnight. The reaction was filtered and concentrated. The residue was taken to the next step without further purification. MS (ESI): 650 [M+H]+. Reactants: OCC=1C=2N(C(=CC1)OC)N=C(C2)C(C(F)(F)F)(F)F (4-hydroxymethyl-7-methoxy-2-pentafluoroethyl-pyrazolo[1,5-a]pyridine). The reagents and catalysts are [O-2].[O-2].[Mn+4] (manganese dioxide). The solvent is C(Cl)(Cl)Cl (chloroform). Reaction conditions: temperature 50 celsius, time 4 hour. Yields the product COC1=CC=C(C=2N1N=C(C2)C(C(F)(F)F)(F)F)C=O (7-methoxy-2-pentafluoroethyl-pyrazolo[1,5-a]pyridine-4-carboaldehyde). Yield: 97.5%. As a reaction SMILES: [OH:1][CH2:2][C:3]1[C:4]2[N:5]([N:11]=[C:12]([C:14]([F:20])([F:19])[C:15]([F:18])([F:17])[F:16])[CH:13]=2)[C:6]([O:9][CH3:10])=[CH:7][CH:8]=1>C(Cl)(Cl)Cl.[O-2].[O-2].[Mn+4]>[CH3:10][O:9][C:6]1[N:5]2[N:11]=[C:12]([C:14]([F:20])([F:19])[C:15]([F:16])([F:17])[F:18])[CH:13]=[C:4]2[C:3]([CH:2]=[O:1])=[CH:8][CH:7]=1 |f:2.3.4|. Reported procedure: Activated manganese dioxide (3.75 g) was added to a solution of the compound of Example 353 (1.28 g) in chloroform (50 mL). The mixture was stirred at 50° C. for 4 hours. Subsequently, the mixture was filtered through Celite and the filtrate was concentrated to afford the title compound as a colorless powder (1.24 g). Reactants: CC(C)(C)OC(=O)N1CCN(c2ccc(C(=O)O)cc2)CC1, ClCCl, CCN=C=NCCCN(C)C, CN(C)c1ccncc1, Nc1ccc2c(c1)CCC2. Product: CC(C)(C)OC(=O)N1CCN(c2ccc(C(=O)Nc3ccc4c(c3)CCC4)cc2)CC1. As a reaction SMILES: [C:1]([CH3:2])([CH3:3])([CH3:4])[O:5][C:6](=[O:7])[N:8]1[CH2:9][CH2:10][N:11]([c:14]2[cH:15][cH:16][c:17]([C:20](=[O:21])[OH:22])[cH:18][cH:19]2)[CH2:12][CH2:13]1.[CH2:44]([Cl:45])[Cl:46].[CH3:33][CH2:34][N:35]=[C:36]=[N:37][CH2:38][CH2:39][CH2:40][N:41]([CH3:42])[CH3:43].[CH3:47][N:48]([c:49]1[cH:50][cH:51][n:52][cH:53][cH:54]1)[CH3:55].[NH2:23][c:24]1[cH:25][c:26]2[c:30]([cH:31][cH:32]1)[CH2:29][CH2:28][CH2:27]2>>[C:1]([CH3:2])([CH3:3])([CH3:4])[O:5][C:6](=[O:7])[N:8]1[CH2:9][CH2:10][N:11]([c:14]2[cH:15][cH:16][c:17]([C:20](=[O:22])[NH:23][c:24]3[cH:25][c:26]4[c:30]([cH:31][cH:32]3)[CH2:29][CH2:28][CH2:27]4)[cH:18][cH:19]2)[CH2:12][CH2:13]1.